This data is from the Open Reaction Database (ORD), a public repository of structured organic reaction records. The task is: describe an organic reaction: reactants, conditions, products, and yield Reactants: N1CCC(CC1)C(=O)N (Piperidine-4-carboxamide), ClCC1=CC(=NC=C1)C1=CC(=C(C(=C1)OC)OC)OC (4-chloromethyl-2-(3,4,5-trimethoxyphenyl)pyridine). Yields the product COC=1C=C(C=C(C1OC)OC)C1=NC=CC(=C1)CN1CCC(CC1)C(=O)N (1-[[2-(3,4,5-Trimethoxyphenyl)pyridin-4-yl]methyl]piperidine-4-carboxamide). Reaction SMILES: [NH:1]1[CH2:6][CH2:5][CH:4]([C:7]([NH2:9])=[O:8])[CH2:3][CH2:2]1.Cl[CH2:11][C:12]1[CH:17]=[CH:16][N:15]=[C:14]([C:18]2[CH:23]=[C:22]([O:24][CH3:25])[C:21]([O:26][CH3:27])=[C:20]([O:28][CH3:29])[CH:19]=2)[CH:13]=1>>[CH3:25][O:24][C:22]1[CH:23]=[C:18]([C:14]2[CH:13]=[C:12]([CH2:11][N:1]3[CH2:6][CH2:5][CH:4]([C:7]([NH2:9])=[O:8])[CH2:3][CH2:2]3)[CH:17]=[CH:16][N:15]=2)[CH:19]=[C:20]([O:28][CH3:29])[C:21]=1[O:26][CH3:27]. Procedure details: Piperidine-4-carboxamide (385 mg) and 4-chloromethyl-2-(3,4,5-trimethoxyphenyl)pyridine (881 mg) were condensed by the same method as described in Example 2 to give the title compound as white needles. Reactants: CC(C)(C)OC(=O)N1CCC(n2ncc3c(Cl)ncnc32)CC1, O=C([O-])[O-], CN(C)C=O, [K+], [K+], Cc1ncccc1O. Yields the product Cc1ncccc1Oc1ncnc2c1cnn2C1CCN(C(=O)OC(C)(C)C)CC1. As a reaction SMILES: [C:1]([CH3:2])([CH3:3])([CH3:4])[O:5][C:6](=[O:7])[N:8]1[CH2:9][CH2:10][CH:11]([n:14]2[n:15][cH:16][c:17]3[c:18]2[n:19][cH:20][n:21][c:22]3[Cl:23])[CH2:12][CH2:13]1.[C:32](=[O:33])([O-:34])[O-:35].[CH3:38][N:39]([CH3:40])[CH:41]=[O:42].[K+:36].[K+:37].[OH:24][c:25]1[c:26]([CH3:31])[n:27][cH:28][cH:29][cH:30]1>>[C:1]([CH3:2])([CH3:3])([CH3:4])[O:5][C:6](=[O:7])[N:8]1[CH2:9][CH2:10][CH:11]([n:14]2[n:15][cH:16][c:17]3[c:18]2[n:19][cH:20][n:21][c:22]3[O:24][c:25]2[c:26]([CH3:31])[n:27][cH:28][cH:29][cH:30]2)[CH2:12][CH2:13]1. Reactants: C(C)(C)NC(C)C.[Li] (Lithium diisopropyl amine), C(C)(=O)N1C(OCC1CC1=CC=CC=C1)=O (3-acetyl-4-benzyl-oxazolidin-2-one), C(C1=CC=CC=C1)OC1=C(C=C(C=C1)C=C[N+](=O)[O-])OC1CCCC1 (1-Benzyloxy-2-cyclopentyloxy-4-(2-nitrovinyl)benzene). Solvent: C1CCOC1 (THF), C1CCOC1 (THF). Conditions: temperature -78 celsius, time 20 minute. Yields the product C(C1=CC=CC=C1)C1N(C(OC1)=O)C(CC(C[N+](=O)[O-])C1=CC(=C(C=C1)OCC1=CC=CC=C1)OC1CCCC1)=O (4-benzyl-3-[3-(4-benzyloxy-3-cyclopentyloxyphenyl)-4-nitrobutyryl]-oxazolidin-2-one). Isolated yield 76.2%. Reaction SMILES: [C:1]([N:4]1[CH:8]([CH2:9][C:10]2[CH:15]=[CH:14][CH:13]=[CH:12][CH:11]=2)[CH2:7][O:6][C:5]1=[O:16])(=[O:3])[CH3:2].C(NC(C)C)(C)C.[Li].[CH2:25]([O:32][C:33]1[CH:38]=[CH:37][C:36]([CH:39]=[CH:40][N+:41]([O-:43])=[O:42])=[CH:35][C:34]=1[O:44][CH:45]1[CH2:49][CH2:48][CH2:47][CH2:46]1)[C:26]1[CH:31]=[CH:30][CH:29]=[CH:28][CH:27]=1>C1COCC1>[CH2:9]([CH:8]1[CH2:7][O:6][C:5](=[O:16])[N:4]1[C:1](=[O:3])[CH2:2][CH:39]([C:36]1[CH:37]=[CH:38][C:33]([O:32][CH2:25][C:26]2[CH:27]=[CH:28][CH:29]=[CH:30][CH:31]=2)=[C:34]([O:44][CH:45]2[CH2:49][CH2:48][CH2:47][CH2:46]2)[CH:35]=1)[CH2:40][N+:41]([O-:43])=[O:42])[C:10]1[CH:15]=[CH:14][CH:13]=[CH:12][CH:11]=1 |f:1.2,^1:23|. Procedure details: A mixture of 3-acetyl-4-benzyl-oxazolidin-2-one (2.1 g, 9.4 mmol) in THF (40 mL) was stirred under N2 at −78° C. Lithium diisopropyl amine (5.2 mL, 10.3 mmol, 2.0 M in heptane/THF/ethylbenzene) was then added dropwise. The mixture was stired for 20 min. 1-Benzyloxy-2-cyclopentyloxy-4-(2-nitrovinyl)benzene (3.2 g, 9.4 mmol) dissolved in 20 mL THF was cannulated over and the mixture was stirred for 2 h at −78° C. After quenching the reaction sat. NH4Cl, the mixture was warmed to r.t., extracted wi...